From a dataset of the Open Reaction Database (ORD), a public repository of structured organic reaction records. describe an organic reaction: reactants, conditions, products, and yield Starting materials: solution, B(Br)(Br)Br (boron tribromide), ClC1=C(C=CC(=C1F)OC)C(C(O)(C(F)(F)F)CSCC)NC1=C2C=CC(=NC2=CC=C1)C (2-Chloro-3-fluoro-α-[(ethylsulfanyl)methyl]-4-methoxy-β-[(2-methylquinolin-5-yl)amino]-α-(trifluoromethyl)benzenethanol). Run in ClCCl (dichloromethane), ClCCl (dichloromethane). Reaction conditions: time 22 hour. Yields the product ClC1=C(C=CC(=C1F)O)C(C(O)(C(F)(F)F)CSCC)NC1=C2C=CC(=NC2=CC=C1)C (2-Chloro-3-fluoro-α-[(ethylsulfanyl)methyl]-4-hydroxy-β-[(2-methylquinolin-5-yl)amino]-α-(trifluoromethyl)benzeneethanol). Reaction SMILES: [Cl:1][C:2]1[C:7]([F:8])=[C:6]([O:9]C)[CH:5]=[CH:4][C:3]=1[CH:11]([NH:22][C:23]1[CH:32]=[CH:31][CH:30]=[C:29]2[C:24]=1[CH:25]=[CH:26][C:27]([CH3:33])=[N:28]2)[C:12]([CH2:18][S:19][CH2:20][CH3:21])([C:14]([F:17])([F:16])[F:15])[OH:13].B(Br)(Br)Br>ClCCl>[Cl:1][C:2]1[C:7]([F:8])=[C:6]([OH:9])[CH:5]=[CH:4][C:3]=1[CH:11]([NH:22][C:23]1[CH:32]=[CH:31][CH:30]=[C:29]2[C:24]=1[CH:25]=[CH:26][C:27]([CH3:33])=[N:28]2)[C:12]([CH2:18][S:19][CH2:20][CH3:21])([C:14]([F:16])([F:15])[F:17])[OH:13]. Procedure: Analogously to example 10 100 mg (0.20 mmol) 2-Chloro-3-fluoro-α-[(ethylsulfanyl)methyl]-4-methoxy-β-[(2-methylquinolin-5-yl)amino]-α-(trifluoromethyl)benzenethanol in 8 ml dichloromethane are treated with 2 ml of a 1 M solution of boron tribromide in dichloromethane at −30° C. The typical work up after 22 hours at room temperature and chromatography on silica gel (acetone in hexane 50%) yields 26 mg of the desired product. The reactants are O=C1c2ccccc2C(=O)N1CCBr, O=C([O-])[O-], CC#N, Fc1ccc2c(C3CCNCC3)noc2c1, [K+], [K+], O. The product is O=C1c2ccccc2C(=O)N1CCN1CCC(c2noc3cc(F)ccc23)CC1. As a reaction SMILES: [Br:17][CH2:18][CH2:19][N:20]1[C:21](=[O:30])[c:22]2[c:23]([cH:26][cH:27][cH:28][cH:29]2)[C:24]1=[O:25].[C:31](=[O:32])([O-:33])[O-:34].[CH3:38][C:39]#[N:40].[F:1][c:2]1[cH:3][c:4]2[c:5]([c:6]([CH:9]3[CH2:10][CH2:11][NH:12][CH2:13][CH2:14]3)[n:7][o:8]2)[cH:15][cH:16]1.[K+:35].[K+:36].[OH2:37]>>[F:1][c:2]1[cH:3][c:4]2[c:5]([c:6]([CH:9]3[CH2:10][CH2:11][N:12]([CH2:18][CH2:19][N:20]4[C:21](=[O:30])[c:22]5[c:23]([cH:26][cH:27][cH:28][cH:29]5)[C:24]4=[O:25])[CH2:13][CH2:14]3)[n:7][o:8]2)[cH:15][cH:16]1. Starting materials: C(C)(=O)N(C1CC(N(C2=CC=CC=C12)C(=O)C1=CC=C(OCCC(C(=O)O)(C)C)C=C1)C)C1=CC=C(C=C1)Cl (4-(4-{4-[Acetyl-(4-chloro-phenyl)-amino]-2-methyl-3,4-dihydro-2H-quinoline-1-carbonyl}-phenoxy)-2,2-dimethyl-butyric acid). Reagents/catalysts: [Pd] (Pd/C). The solvent is C(C)O (ethanol). Reaction conditions: time 3 hour. The product is C(C)(=O)N([C@@H]1C[C@@H](N(C2=CC=CC=C12)C(=O)C1=CC=C(OCCC(C(=O)O)(C)C)C=C1)C)C1=CC=CC=C1 ((2S,4R)-4-{4-[4-(Acetyl-phenyl-amino)-2-methyl-3,4-dihydro-2H-quinoline-1-carbonyl]-phenoxy}-2,2-dimethyl-butyric acid). Reaction SMILES: [C:1]([N:4]([C:33]1[CH:38]=[CH:37][C:36](Cl)=[CH:35][CH:34]=1)[CH:5]1[C:14]2[C:9](=[CH:10][CH:11]=[CH:12][CH:13]=2)[N:8]([C:15]([C:17]2[CH:31]=[CH:30][C:20]([O:21][CH2:22][CH2:23][C:24]([CH3:29])([CH3:28])[C:25]([OH:27])=[O:26])=[CH:19][CH:18]=2)=[O:16])[CH:7]([CH3:32])[CH2:6]1)(=[O:3])[CH3:2]>C(O)C.[Pd]>[C:1]([N:4]([C:33]1[CH:34]=[CH:35][CH:36]=[CH:37][CH:38]=1)[C@H:5]1[C:14]2[C:9](=[CH:10][CH:11]=[CH:12][CH:13]=2)[N:8]([C:15]([C:17]2[CH:31]=[CH:30][C:20]([O:21][CH2:22][CH2:23][C:24]([CH3:29])([CH3:28])[C:25]([OH:27])=[O:26])=[CH:19][CH:18]=2)=[O:16])[C@@H:7]([CH3:32])[CH2:6]1)(=[O:3])[CH3:2]. Procedure details: 4-(4-{4-[Acetyl-(4-chloro-phenyl)-amino]-2-methyl-3,4-dihydro-2H-quinoline-1-carbonyl}-phenoxy)-2,2-dimethyl-butyric acid (300 mg, 0.545 mmol) was dissolved in ethanol. Pd/C (10% Palladium) was added, followed by H2 gas (1 atm-balloon). After 3 hours, the reaction mixture was filtered and concentrated. The crude residue was purified by silica gel chromatography (100% ethyl acetate to 5% methanol/ethyl acetate gradient) to afford the product. Starting materials: COC=1C=C2C(=NC=NC2=CC1OC)OC=1C=C(N)C=CC1 (3-(6,7-dimethoxyquinazolin-4-yloxy)aniline), C(C)(C)(C)C1=NN(C(=C1)NC(OC1=CC=CC=C1)=O)C=1C=NC(=CC1)C (phenyl 3-tert-butyl-1-(6-methylpyridin-3-yl)-1H-pyrazol-5-ylcarbamate). The reagents and catalysts are CN(C)C=1C=CN=CC1 (DMAP). The solvent is C1CCOC1 (THF). The product is C(C)(C)(C)C1=NN(C(=C1)NC(=O)NC1=CC(=CC=C1)OC1=NC=NC2=CC(=C(C=C12)OC)OC)C=1C=NC(=CC1)C (1-(3-tert-butyl-1-(6-methylpyridin-3-yl)-1H-pyrazol-5-yl)-3-(3-(6,7-dimethoxyquinazolin-4-yloxy)phenyl)urea). Isolated yield 59.2%. RXN SMILES: [CH3:1][O:2][C:3]1[CH:4]=[C:5]2[C:10](=[CH:11][C:12]=1[O:13][CH3:14])[N:9]=[CH:8][N:7]=[C:6]2[O:15][C:16]1[CH:17]=[C:18]([CH:20]=[CH:21][CH:22]=1)[NH2:19].[C:23]([C:27]1[CH:31]=[C:30]([NH:32][C:33](=O)[O:34]C2C=CC=CC=2)[N:29]([C:42]2[CH:43]=[N:44][C:45]([CH3:48])=[CH:46][CH:47]=2)[N:28]=1)([CH3:26])([CH3:25])[CH3:24]>C1COCC1.CN(C1C=CN=CC=1)C>[C:23]([C:27]1[CH:31]=[C:30]([NH:32][C:33]([NH:19][C:18]2[CH:20]=[CH:21][CH:22]=[C:16]([O:15][C:6]3[C:5]4[C:10](=[CH:11][C:12]([O:13][CH3:14])=[C:3]([O:2][CH3:1])[CH:4]=4)[N:9]=[CH:8][N:7]=3)[CH:17]=2)=[O:34])[N:29]([C:42]2[CH:43]=[N:44][C:45]([CH3:48])=[CH:46][CH:47]=2)[N:28]=1)([CH3:26])([CH3:25])[CH3:24]. Procedure details: Using the procedure described in Example 306B, to a solution of 3-(6,7-dimethoxyquinazolin-4-yloxy)aniline (54 mg, 0.18 mmol), prepared as described in Example 113A, in THF (2 ml) was added DMAP (20 mg, 0.16 mmol) and phenyl 3-tert-butyl-1-(6-methylpyridin-3-yl)-1H-pyrazol-5-ylcarbamate (62 mg, 0.18 mmol), described in the previous step, to afford 1-(3-tert-butyl-1-(6-methylpyridin-3-yl)-1H-pyrazol-5-yl)-3-(3-(6,7-dimethoxyquinazolin-4-yloxy)phenyl)urea (59 mg, 60%) as a solid. 1H NMR (300 MHz, ...